From a dataset of the Open Reaction Database (ORD), a public repository of structured organic reaction records. describe an organic reaction: reactants, conditions, products, and yield The reactants are Cl (HCl), [OH-].[Na+] (NaOH), COC(COC1=CC2=CC=C(C=C2C=C1)CNC(=O)C=1C=NN(C1CCC)C1=CC=C(C=C1)Cl)=O ([6-({[1-(4-chloro-phenyl)-5-propyl-1H-pyrazole-4-carbonyl]-amino}-methyl)-naphthalen-2-yloxy]-acetic acid methyl ester), O (water). Run in CO (MeOH). Run at time 8 hour. Product: ClC1=CC=C(C=C1)N1N=CC(=C1CCC)C(=O)NCC=1C=C2C=CC(=CC2=CC1)OCC(=O)O ([6-({[1-(4-Chloro-phenyl)-5-propyl-1H-pyrazole-4-carbonyl]-amino}-methyl)-naphthalen-2-yloxy]-acetic acid). The yield is 94.7%. As a reaction SMILES: [OH-].[Na+].C[O:4][C:5](=[O:37])[CH2:6][O:7][C:8]1[CH:17]=[CH:16][C:15]2[C:10](=[CH:11][CH:12]=[C:13]([CH2:18][NH:19][C:20]([C:22]3[CH:23]=[N:24][N:25]([C:30]4[CH:35]=[CH:34][C:33]([Cl:36])=[CH:32][CH:31]=4)[C:26]=3[CH2:27][CH2:28][CH3:29])=[O:21])[CH:14]=2)[CH:9]=1.O.Cl>CO>[Cl:36][C:33]1[CH:34]=[CH:35][C:30]([N:25]2[C:26]([CH2:27][CH2:28][CH3:29])=[C:22]([C:20]([NH:19][CH2:18][C:13]3[CH:14]=[C:15]4[C:10](=[CH:11][CH:12]=3)[CH:9]=[C:8]([O:7][CH2:6][C:5]([OH:37])=[O:4])[CH:17]=[CH:16]4)=[O:21])[CH:23]=[N:24]2)=[CH:31][CH:32]=1 |f:0.1|. Procedure: 1 N NaOH (335 μL, 0.335 mmol) was added under nitrogen to a solution of [6-({[1-(4-chloro-phenyl)-5-propyl-1H-pyrazole-4-carbonyl]-amino}-methyl)-naphthalen-2-yloxy]-acetic acid methyl ester (150 mg, 0.305 mmol), prepared in the previous step, in 25 mL of MeOH plus 10 mL of water at room temperature. After the addition the reaction was stirred at room temperature for 20 h (overnight). The reaction was acidified by the addition of 1 N HCl and then concentrated under reduced pressure to remove the... Reactants: 0.227, C(C1=CC=CC=C1)(C1=CC=CC=C1)C1CCN(CC1)CCCCCCNC(COCC(=O)[O-])=O.[Na+] (sodium {2-[6-(4-benzhydrylpiperidino)hexyl]amino-2-oxoethoxy}acetate), [OH-].[Na+] (NaOH), C1(COCC(=O)O1)=O (diglycolic anhydride), C(COCC(=O)[O-])(=O)[O-] (diglycolate). Run in ClCCl (dichloromethane), ClCCl (dichloromethane), O (water). Conditions: time 2 hour. Product: C(C1=CC=CC=C1)(C1=CC=CC=C1)C1CCN(CC1)CCCCCCNC(COCC(=O)O)=O ({2-[6-(4-benzhydrylpiperidino)hexyl]amino-2 -oxoethoxy}acetic acid). RXN SMILES: [CH:1]([CH:14]1[CH2:19][CH2:18][N:17]([CH2:20][CH2:21][CH2:22][CH2:23][CH2:24][CH2:25][NH:26][C:27](=[O:34])[CH2:28][O:29][CH2:30][C:31]([O-:33])=[O:32])[CH2:16][CH2:15]1)([C:8]1[CH:13]=[CH:12][CH:11]=[CH:10][CH:9]=1)[C:2]1[CH:7]=[CH:6][CH:5]=[CH:4][CH:3]=1.[Na+].[OH-].[Na+].C([O-])(=O)COCC([O-])=O.C1(=O)OC(=O)COC1>O.ClCCl>[CH:1]([CH:14]1[CH2:15][CH2:16][N:17]([CH2:20][CH2:21][CH2:22][CH2:23][CH2:24][CH2:25][NH:26][C:27](=[O:34])[CH2:28][O:29][CH2:30][C:31]([OH:33])=[O:32])[CH2:18][CH2:19]1)([C:8]1[CH:9]=[CH:10][CH:11]=[CH:12][CH:13]=1)[C:2]1[CH:7]=[CH:6][CH:5]=[CH:4][CH:3]=1 |f:0.1,2.3|. Procedure details: A 1.02 gram (2.10 millimoles) sample of sodium {2-[6-(4-benzhydrylpiperidino)hexyl]amino-2-oxoethoxy}acetate (prepared as described in Example XIII) and 7.3 milliliters of 5 N aqueous NaOH is heated under reflux temperature for 1.5 hours to obtain 6-piperidinohexamine and diglycolate in the reaction mixture; the mixture is then diluted with 25 milliliters of water and extracted with ether. The ether solution is washed with aqueous NaCl, dried with Na2SO4, and concentrated to obtain as residue, 6... Reaction SMILES: [C:1]([CH3:2])([CH3:3])([CH3:4])[O:5][C:6](=[O:7])[N:8]([CH2:9][c:10]1[cH:11][cH:12][cH:13][cH:14][cH:15]1)[CH2:16][CH2:17][CH2:18][CH2:19][OH:20].[CH2:32]([Cl:33])[Cl:34].[S:27](=[O:28])(=[O:29])([CH3:30])[Cl:31].[cH:21]1[cH:22][cH:23][n:24][cH:25][cH:26]1>>[C:1]([CH3:2])([CH3:3])([CH3:4])[O:5][C:6](=[O:7])[N:8]([CH2:9][c:10]1[cH:11][cH:12][cH:13][cH:14][cH:15]1)[CH2:16][CH2:17][CH2:18][CH2:19][S:27](=[O:28])(=[O:29])[CH3:30]. Starting materials: CC(C)(C)OC(=O)N(CCCCO)Cc1ccccc1, ClCCl, CS(=O)(=O)Cl, c1ccncc1. Product: CC(C)(C)OC(=O)N(CCCCS(C)(=O)=O)Cc1ccccc1. Reactants: C(C)(=O)C1=C(C(=C(OCCCCC(C(=O)OC)(C)C)C=C1)CCC)O (methyl 6-(4-acetyl-3-hydroxy-2-propylphenoxy)-2,2-dimethylhexanoate), Cl (hydrochloric acid), [I-].[Li+] (lithium iodide), N1=C(C=C(C=C1C)C)C (collidine). The product is C(C)(=O)C1=C(C(=C(OCCCCC(C(=O)O)(C)C)C=C1)CCC)O (6-(4-Acetyl-3-hydroxy-2-propylphenoxy)-2,2-dimethylhexanoic acid). Reaction SMILES: [C:1]([C:4]1[CH:21]=[CH:20][C:7]([O:8][CH2:9][CH2:10][CH2:11][CH2:12][C:13]([CH3:19])([CH3:18])[C:14]([O:16]C)=[O:15])=[C:6]([CH2:22][CH2:23][CH3:24])[C:5]=1[OH:25])(=[O:3])[CH3:2].[I-].[Li+].N1C(C)=CC(C)=CC=1C.Cl>>[C:1]([C:4]1[CH:21]=[CH:20][C:7]([O:8][CH2:9][CH2:10][CH2:11][CH2:12][C:13]([CH3:19])([CH3:18])[C:14]([OH:16])=[O:15])=[C:6]([CH2:22][CH2:23][CH3:24])[C:5]=1[OH:25])(=[O:3])[CH3:2] |f:1.2|. Reported procedure: A solution of 1.1 g. of methyl 6-(4-acetyl-3-hydroxy-2-propylphenoxy)-2,2-dimethylhexanoate and 2.6 g. of lithium iodide in 50 ml. of collidine was heated to 100° C. under a nitrogen blanket for about 46 hours. The reaction mixture was then added to ice. After making the solution acidic with hydrochloric acid, the solution was extracted with ether. The ether phase was washed three times with a 10% sodium bicarbonate solution. The ether solution was then further washed with a dilute hydrochloric ... Reactants: CCN(C(C)C)C(C)C (DIPEA), ClC1=NN2C(C(=N1)Cl)=C(C=C2)C2=CC=CC=C2 (2,4-Dichloro-5-phenylpyrrolo[2,1-f][1,2,4]triazine), C(C1=CC=CC=C1)N (benzylamine). Run in C1CCOC1 (THF). Reaction conditions: time 2 hour. Product: C(C1=CC=CC=C1)NC1=NC(=NN2C1=C(C=C2)C2=CC=CC=C2)Cl (N-benzyl-2-chloro-5-phenylpyrrolo[2,1-f][1,2,4]triazin-4-amine). Yield: 63.2%. As a reaction SMILES: [Cl:1][C:2]1[N:7]=[C:6](Cl)[C:5]2=[C:9]([C:12]3[CH:17]=[CH:16][CH:15]=[CH:14][CH:13]=3)[CH:10]=[CH:11][N:4]2[N:3]=1.CCN(C(C)C)C(C)C.[CH2:27]([NH2:34])[C:28]1[CH:33]=[CH:32][CH:31]=[CH:30][CH:29]=1>C1COCC1>[CH2:27]([NH:34][C:6]1[C:5]2=[C:9]([C:12]3[CH:17]=[CH:16][CH:15]=[CH:14][CH:13]=3)[CH:10]=[CH:11][N:4]2[N:3]=[C:2]([Cl:1])[N:7]=1)[C:28]1[CH:33]=[CH:32][CH:31]=[CH:30][CH:29]=1. Procedure details: 2,4-Dichloro-5-phenylpyrrolo[2,1-f][1,2,4]triazine (0.500 g, 1.89 mmol) was dissolved in THF (10 mL) then was added DIPEA (1.65 mL, 9.47 mmol), followed by benzylamine (0.406 g, 3.79 mmol). Then the reaction mixture was stirred at room temperature for 2 h. The reaction mixture was concentrated under reduced pressure to remove THF. To this residue, water (10 mL) was added and the aqueous solution was extracted with CH2Cl2 (25×3 mL). The organic layer was separated and dried over anhydrous sodium ... The reactants are [Al+3], CCOCC, [H-], [H-], [H-], [H-], [Li+], [Na+], CCOC(=O)C1CCC2(CC1)OCCO2, [OH-]. Product: OCC1CCC2(CC1)OCCO2. RXN SMILES: [Al+3:17].[CH3:24][CH2:25][O:26][CH2:27][CH3:28].[H-:16].[H-:19].[H-:20].[H-:21].[Li+:18].[Na+:23].[O:1]1[CH2:2][CH2:3][O:4][C:5]12[CH2:6][CH2:7][CH:8]([C:11](=[O:12])[O:13][CH2:14][CH3:15])[CH2:9][CH2:10]2.[OH-:22]>>[O:1]1[CH2:2][CH2:3][O:4][C:5]12[CH2:6][CH2:7][CH:8]([CH2:11][OH:12])[CH2:9][CH2:10]2. The reactants are CC1=C(N=C2N1C=CC(=C2)C)C2=CC=C(C=C2)NC(=S)NC (3,7-dimethyl-2-[4-(3-methylthioureido)phenyl]-imidazo[1,2-a]pyridine), BrBr (bromine). The product is CC1=C(N=C2N1C=CC(=C2)C)C2=CC1=C(N=C(S1)NC)C=C2 (6-(3,7-Dimethylimidazo[1,2-a]pyridin-2-yl)-2-methylaminobenzothiazole). The yield is 11.6%. Reaction SMILES: [CH3:1][C:2]1[N:6]2[CH:7]=[CH:8][C:9]([CH3:11])=[CH:10][C:5]2=[N:4][C:3]=1[C:12]1[CH:17]=[CH:16][C:15]([NH:18][C:19]([NH:21][CH3:22])=[S:20])=[CH:14][CH:13]=1.BrBr>>[CH3:1][C:2]1[N:6]2[CH:7]=[CH:8][C:9]([CH3:11])=[CH:10][C:5]2=[N:4][C:3]=1[C:12]1[CH:13]=[CH:14][C:15]2[N:18]=[C:19]([NH:21][CH3:22])[S:20][C:16]=2[CH:17]=1. Procedure details: 6-(3,7-Dimethylimidazo[1,2-a]pyridin-2-yl)-2-methylaminobenzothiazole (0.46 g) was prepared in substantially the same manner as that of Example 36 from 3,7-dimethyl-2-[4-(3-methylthioureido)phenyl]-imidazo[1,2-a]pyridine (4.0 g) and bromine (2.08 g). Reactants: BrBr, CC(=O)O, O, O=C(O)c1ccsc1. Yields the product O=C(O)c1csc(Br)c1. Reaction SMILES: [Br:9][Br:10].[C:12]([OH:13])(=[O:14])[CH3:15].[OH2:11].[s:1]1[cH:2][c:3]([C:6](=[O:7])[OH:8])[cH:4][cH:5]1>>[s:1]1[cH:2][c:3]([C:6](=[O:7])[OH:8])[cH:4][c:5]1[Br:9]. Reactants: C(=O)C1C(C(N1C(C(=O)OC)C1=CC=CC=C1)=O)N1C(C=2C(C1=O)=CC=CC2)=O (methyl 2-(4-formyl-2-oxo-3-phthalimido-1-azetidinyl)-2-phenylacetate), O1CCCC1 (tetrahydrofuran). The reagents and catalysts are [Ag]=O (silver oxide). Run in O (water). Run at time 40 hour. The product is C(=O)(O)C1C(C(N1C(C(=O)OC)C1=CC=CC=C1)=O)N1C(C=2C(C1=O)=CC=CC2)=O (methyl 2-(4-carboxy-2-oxo-3-phthalimido-1-azetidinyl)-2-phenylacetate). Reaction SMILES: [CH:1]([CH:3]1[N:6]([CH:7]([C:12]2[CH:17]=[CH:16][CH:15]=[CH:14][CH:13]=2)[C:8]([O:10][CH3:11])=[O:9])[C:5](=[O:18])[CH:4]1[N:19]1[C:23](=[O:24])[C:22]2=[CH:25][CH:26]=[CH:27][CH:28]=[C:21]2[C:20]1=[O:29])=[O:2].[O:30]1CCCC1>[Ag]=O.O>[C:1]([CH:3]1[N:6]([CH:7]([C:12]2[CH:13]=[CH:14][CH:15]=[CH:16][CH:17]=2)[C:8]([O:10][CH3:11])=[O:9])[C:5](=[O:18])[CH:4]1[N:19]1[C:23](=[O:24])[C:22]2=[CH:25][CH:26]=[CH:27][CH:28]=[C:21]2[C:20]1=[O:29])([OH:30])=[O:2]. Procedure: A mixture of methyl 2-(4-formyl-2-oxo-3-phthalimido-1-azetidinyl)-2-phenylacetate (0.38 g.), silver oxide(0.92 g), tetrahydrofuran (9 ml.) and water (1 ml.) was stirred at ambient temperature for 40 hours. The insoluble materials were filtered off from the reaction mixture and the tetrahydrofuran was removed by distillation from the filtrate under reduced pressure. Water was added to the resultant residue and adjusted to pH 2 with 10% hydrochloric acid, whereafter the mixture was extracted with ...